Dataset: the Open Reaction Database (ORD), a public repository of structured organic reaction records. Task: describe an organic reaction: reactants, conditions, products, and yield The reactants are N[C@@H]1CC[C@H](CC1)N (trans-1,4-diaminocyclohexane), ClC1=NC(=C2N=CN(C2=N1)C1CCCC1)NC1=CC=C(C(=O)N)C=C1 (4-[(2-chloro-9-cyclopentyl-9H-purin-6-yl)amino]-benzamide). The solvent is O (water). Reaction conditions: temperature 150 celsius, time 30 minute. The product is Cl.Cl.N[C@@H]1CC[C@H](CC1)NC1=NC(=C2N=CN(C2=N1)C1CCCC1)NC1=CC=C(C(=O)N)C=C1 (trans-4-((2-((4-aminocyclohexyl)-amino)-9-cyclopentyl-9H-purin-6-yl)amino)-benzamide dihydrochloride). Isolated yield 116.9%. As a reaction SMILES: [NH2:1][C@H:2]1[CH2:7][CH2:6][C@H:5]([NH2:8])[CH2:4][CH2:3]1.[Cl:9][C:10]1[N:18]=[C:17]2[C:13]([N:14]=[CH:15][N:16]2[CH:19]2[CH2:23][CH2:22][CH2:21][CH2:20]2)=[C:12]([NH:24][C:25]2[CH:33]=[CH:32][C:28]([C:29]([NH2:31])=[O:30])=[CH:27][CH:26]=2)[N:11]=1>O>[ClH:9].[ClH:9].[NH2:1][C@H:2]1[CH2:7][CH2:6][C@H:5]([NH:8][C:10]2[N:18]=[C:17]3[C:13]([N:14]=[CH:15][N:16]3[CH:19]3[CH2:20][CH2:21][CH2:22][CH2:23]3)=[C:12]([NH:24][C:25]3[CH:26]=[CH:27][C:28]([C:29]([NH2:31])=[O:30])=[CH:32][CH:33]=3)[N:11]=2)[CH2:4][CH2:3]1 |f:3.4.5|. Reported procedure: The operation is carried out as in Stage 2 of Example 6 and 800 mg of trans-1,4-diaminocyclohexane is introduced at ambient temperature under agitation then the reaction medium is heated at approximately 150° C. until melting and 249 mg of the product obtained in Stage 1 above is added, the reaction medium is left under agitation for 4 hours 30 minutes then left to return to ambient temperature. Then 10 ml of water is added, followed by extracting with 10 ml of methylene chloride containing 25% ...